Dataset: the Open Reaction Database (ORD), a public repository of structured organic reaction records. Task: describe an organic reaction: reactants, conditions, products, and yield Reactants: CCN1CCN(c2nc(Br)cc3ccccc23)CC1, CCCC[Sn](CCCC)(CCCC)c1ccc(C(=O)N(C)CCC)cc1, CCOC(C)=O, Cc1ccccc1C. Yields the product CCCN(C)C(=O)c1ccc(-c2cc3ccccc3c(N3CCN(CC)CC3)n2)cc1. RXN SMILES: [Br:27][c:28]1[n:29][c:30]([N:38]2[CH2:39][CH2:40][N:41]([CH2:44][CH3:45])[CH2:42][CH2:43]2)[c:31]2[cH:32][cH:33][cH:34][cH:35][c:36]2[cH:37]1.[CH3:1][N:2]([C:3]([c:4]1[cH:5][cH:6][c:7]([Sn:10]([CH2:11][CH2:12][CH2:13][CH3:14])([CH2:15][CH2:16][CH2:17][CH3:18])[CH2:19][CH2:20][CH2:21][CH3:22])[cH:8][cH:9]1)=[O:23])[CH2:24][CH2:25][CH3:26].[CH3:54][CH2:55][O:56][C:57](=[O:58])[CH3:59].[c:46]1([CH3:47])[c:48]([CH3:49])[cH:50][cH:51][cH:52][cH:53]1>>[CH3:1][N:2]([C:3]([c:4]1[cH:5][cH:6][c:7](-[c:28]2[n:29][c:30]([N:38]3[CH2:39][CH2:40][N:41]([CH2:44][CH3:45])[CH2:42][CH2:43]3)[c:31]3[cH:32][cH:33][cH:34][cH:35][c:36]3[cH:37]2)[cH:8][cH:9]1)=[O:23])[CH2:24][CH2:25][CH3:26].